The task is: describe an organic reaction: reactants, conditions, products, and yield. This data is from the Open Reaction Database (ORD), a public repository of structured organic reaction records. Starting materials: C1CCC2=CC(=CC=C12)OC(=O)[C@@H](CC1(CCCC1)C(=O)N[C@H]1CC[C@H](CC1)C(=O)OCC1=CC=CC=C1)COCCOC ((S)-benzyl cis-4-{1-[2-(5-indanyloxycarbonyl)-3-(2-methoxyethoxy)propyl]-1-cyclopentanecarboxamido}-1-cyclohexanecarboxylate). The reagents and catalysts are [Pd] (palladium on charcoal). The solvent is C(C)O (ethanol). Run at time 3.5 hour. Product: C1CCC2=CC(=CC=C12)OC(=O)[C@@H](CC1(CCCC1)C(=O)N[C@H]1CC[C@H](CC1)C(=O)O)COCCOC ((S)-cis-4-{1 -[2-(5-Indanyloxycarbonyl)-3-(2-methoxyethoxy)propyl]-1-cyclopentanecarboxamido}-1-cyclohexanecarboxylic acid). Yield: 76.7%. RXN SMILES: [CH2:1]1[C:9]2[C:4](=[CH:5][C:6]([O:10][C:11]([C@H:13]([CH2:39][O:40][CH2:41][CH2:42][O:43][CH3:44])[CH2:14][C:15]3([C:20]([NH:22][C@@H:23]4[CH2:28][CH2:27][C@H:26]([C:29]([O:31]CC5C=CC=CC=5)=[O:30])[CH2:25][CH2:24]4)=[O:21])[CH2:19][CH2:18][CH2:17][CH2:16]3)=[O:12])=[CH:7][CH:8]=2)[CH2:3][CH2:2]1>C(O)C.[Pd]>[CH2:1]1[C:9]2[C:4](=[CH:5][C:6]([O:10][C:11]([C@H:13]([CH2:39][O:40][CH2:41][CH2:42][O:43][CH3:44])[CH2:14][C:15]3([C:20]([NH:22][C@@H:23]4[CH2:24][CH2:25][C@H:26]([C:29]([OH:31])=[O:30])[CH2:27][CH2:28]4)=[O:21])[CH2:16][CH2:17][CH2:18][CH2:19]3)=[O:12])=[CH:7][CH:8]=2)[CH2:3][CH2:2]1. Procedure: A solution of (S)-benzyl cis-4-{1-[2-(5-indanyloxycarbonyl)-3-(2-methoxyethoxy)propyl]-1-cyclopentanecarboxamido}-1-cyclohexanecarboxylate (597 mg, 0.986 mmole) in 5% aqueous ethanol (10 ml) was hydrogenated over 10% palladium on charcoal catalyst (60 mg) at 60 p.s.i. (4.1 bar) and room temperature for 3.5 hours. The catalyst was removed by filtration and the filtrate evaporated under vacuum. The residue was dissolved in diethyl ether (50 ml) and the solution was clarified by filtration, and con... Starting materials: CC(C)C(=O)NN, ClCCCl, CCn1ncc2c(NC3CCCC3)c(C(=O)O)cnc21, CN(C)C=O, On1nnc2ccccc21. Product: CCn1ncc2c(NC3CCCC3)c(C(=O)NNC(=O)C(C)C)cnc21. Reaction SMILES: [C:35]([CH:36]([CH3:37])[CH3:38])(=[O:39])[NH:40][NH2:41].[CH2:21]([Cl:22])[CH2:23][Cl:24].[CH:1]1([NH:6][c:7]2[c:8]3[c:9]([n:10][cH:11][c:12]2[C:13](=[O:14])[OH:15])[n:16]([CH2:19][CH3:20])[n:17][cH:18]3)[CH2:2][CH2:3][CH2:4][CH2:5]1.[O:42]=[CH:43][N:44]([CH3:45])[CH3:46].[OH:25][n:26]1[c:27]2[c:28]([cH:29][cH:30][cH:31][cH:32]2)[n:33][n:34]1>>[CH:1]1([NH:6][c:7]2[c:8]3[c:9]([n:10][cH:11][c:12]2[C:13](=[O:15])[NH:41][NH:40][C:35]([CH:36]([CH3:37])[CH3:38])=[O:39])[n:16]([CH2:19][CH3:20])[n:17][cH:18]3)[CH2:2][CH2:3][CH2:4][CH2:5]1.